From a dataset of the Open Reaction Database (ORD), a public repository of structured organic reaction records. describe an organic reaction: reactants, conditions, products, and yield Product: OC(C1=CC=C(S1)C)C=1C(=NC=C(C1)C)C=1NC(C(N1)(C)C(C)C)=O (2-[3-(α-Hydroxy-5-methyl-2-thenyl)-5-methyl-2-pyridyl]-4-isopropyl-4-methyl-2-imidazolin-5-one). RXN SMILES: [CH:1]([C:4]1([CH3:17])[C:8](=[O:9])[NH:7][C:6]([C:10]2[CH:15]=[CH:14][C:13]([CH3:16])=[CH:12][N:11]=2)=[N:5]1)([CH3:3])[CH3:2].C[Li].[CH3:20][C:21]1[S:25][C:24]([CH:26]=[O:27])=[CH:23][CH:22]=1>O1CCCC1.C(OCC)C.C(Cl)Cl>[OH:27][CH:26]([C:15]1[C:10]([C:6]2[NH:7][C:8](=[O:9])[C:4]([CH:1]([CH3:3])[CH3:2])([CH3:17])[N:5]=2)=[N:11][CH:12]=[C:13]([CH3:16])[CH:14]=1)[C:24]1[S:25][C:21]([CH3:20])=[CH:22][CH:23]=1. Yield: 13.0%. Run at time 30 minute. The solvent is C(C)OCC (diethyl ether), O1CCCC1 (tetrahydrofuran), C(Cl)Cl (methylene chloride), C(C)OCC (diethyl ether). Procedure details: A stirred solution of 4-isopropyl-4-methyl-2-(5-methyl-2-pyridyl)-2-imidazolin-5-one (10.0 g, 0.043 mol) in anhydrous tetrahydrofuran (200 mL) is cooled to -78° C. and treated with a 1.5 molar solution of methyl lithium in diethyl ether (60.6 mL). The resultant suspension is stirred at -78° C. for 30 minutes and at 0° C. for 30 minutes. The reaction mixture is recooled to -78° C. and 5-methyl-2-thiophenecarboxaldehyde (15.35 g, 0.043 mol) is added dropwise. After 30 minutes, the cooling bath is ... Starting materials: solution, C[Li] (methyl lithium), resultant suspension, C(C)(C)C1(N=C(NC1=O)C1=NC=C(C=C1)C)C (4-isopropyl-4-methyl-2-(5-methyl-2-pyridyl)-2-imidazolin-5-one), CC1=CC=C(S1)C=O (5-methyl-2-thiophenecarboxaldehyde).